From a dataset of the Open Reaction Database (ORD), a public repository of structured organic reaction records. describe an organic reaction: reactants, conditions, products, and yield Starting materials: COC=1C=C(C=O)C=CC1OC (3,4-dimethoxybenzaldehyde), NCC1=NC(=C2N=CN(C2=N1)[C@@H]1O[C@@H]([C@H]([C@H]1O)O)COC)NCC(C1=CC=CC=C1)C1=CC=CC=C1 ((2R,3R,4S,5R)-2-{2-(Aminomethyl)-6-[(2,2-diphenylethyl)amino}-9H-purin-9-yl}-5-(methoxymethyl)tetrahydro-3,4-furandiol), C(C)(=O)O[BH-](OC(C)=O)OC(C)=O.[Na+] (sodium triacetoxyborohydride). Solvent: O1CCCC1 (tetrahydrofuran). The product is COC=1C=C(CNCC2=NC(=C3N=CN(C3=N2)[C@@H]2O[C@@H]([C@H]([C@H]2O)O)COC)NCC(C2=CC=CC=C2)C2=CC=CC=C2)C=CC1OC ((2R,3R,4S,5R)-2-{2-{[(3,4-Dimethoxybenzyl)amino]methyl}-6-[(2,2-diphenylethyl)amino]-9H-purin-9-yl}-5-(methoxymethyl)tetrahydro-3,4-furandiol). The yield is 35.1%. Reaction SMILES: [NH2:1][CH2:2][C:3]1[N:11]=[C:10]2[C:6]([N:7]=[CH:8][N:9]2[C@H:12]2[C@H:16]([OH:17])[C@H:15]([OH:18])[C@@H:14]([CH2:19][O:20][CH3:21])[O:13]2)=[C:5]([NH:22][CH2:23][CH:24]([C:31]2[CH:36]=[CH:35][CH:34]=[CH:33][CH:32]=2)[C:25]2[CH:30]=[CH:29][CH:28]=[CH:27][CH:26]=2)[N:4]=1.[CH3:37][O:38][C:39]1[CH:40]=[C:41]([CH:44]=[CH:45][C:46]=1[O:47][CH3:48])[CH:42]=O.C(O[BH-](OC(=O)C)OC(=O)C)(=O)C.[Na+]>O1CCCC1>[CH3:37][O:38][C:39]1[CH:40]=[C:41]([CH:44]=[CH:45][C:46]=1[O:47][CH3:48])[CH2:42][NH:1][CH2:2][C:3]1[N:11]=[C:10]2[C:6]([N:7]=[CH:8][N:9]2[C@H:12]2[C@H:16]([OH:17])[C@H:15]([OH:18])[C@@H:14]([CH2:19][O:20][CH3:21])[O:13]2)=[C:5]([NH:22][CH2:23][CH:24]([C:31]2[CH:36]=[CH:35][CH:34]=[CH:33][CH:32]=2)[C:25]2[CH:26]=[CH:27][CH:28]=[CH:29][CH:30]=2)[N:4]=1 |f:2.3|. Reported procedure: (2R,3R,4S,5R)-2-{2-(Aminomethyl)-6-[(2,2-diphenylethyl)amino}-9H-purin-9-yl}-5-(methoxymethyl)tetrahydro-3,4-furandiol (example 1) (200 mg, 0.4 mmol) was dissolved in stirred tetrahydrofuran (5 ml) and 3,4-dimethoxybenzaldehyde (130 mg, 0.8 mmol) added. The reagents were stirred together until everything had dissolved and then sodium triacetoxyborohydride (130 mg, 0.6 mmol) added. The reaction mixture was stirred for 24 hr and then quenched by the addition of methanol (1 ml). The solvent was rem... The reactants are FC=1C=C2CCCOC2=CC1 (6-fluorochroman), COC(Cl)Cl (α,α-dichloromethyl ether). The reagents and catalysts are Cl[Ti](Cl)(Cl)Cl (TiCl4). Solvent: C(Cl)Cl (methylene chloride). Conditions: temperature 0 celsius, time 10 minute. The product is FC=1C=C2CCCOC2=C(C1)C=O (6-fluorochroman-8-carboxaldehyde). Isolated yield 108.8%. RXN SMILES: [F:1][C:2]1[CH:3]=[C:4]2[C:9](=[CH:10][CH:11]=1)[O:8][CH2:7][CH2:6][CH2:5]2.[CH3:12][O:13]C(Cl)Cl>C(Cl)Cl.Cl[Ti](Cl)(Cl)Cl>[F:1][C:2]1[CH:3]=[C:4]2[C:9](=[C:10]([CH:12]=[O:13])[CH:11]=1)[O:8][CH2:7][CH2:6][CH2:5]2. Procedure details: 13.74 g (90.28 mmol) of 6-fluorochroman are dissolved in 250 ml of methylene chloride. The whole is cooled to 0° C. and 20.15 ml (0.18 mol) of TiCl4 are added dropwise. The solution becomes brown and is stirred for 10 minutes at room temperature. 8.78 ml (99.3 mmol) of α,α-dichloromethyl ether are then introduced. The whole is stirred overnight at room temperature, poured into ice-cold water and decanted. The organic phase is dried and evaporated to yield 17.7 g of a residue which is purified by... Reactants: COC(=O)C(NC(=O)OCc1ccccc1)P(=O)(OC)OC, CC(=O)OC(C)=O, CO. Product: COC(=O)C(NC(C)=O)P(=O)(OC)OC. Reaction SMILES: [CH2:1]([c:3]1[cH:4][cH:5][cH:6][cH:7][cH:10]1)[O:8][C:9](=[O:2])[NH:11][CH:12]([C:13](=[O:14])[O:15][CH3:16])[P:17](=[O:18])([O:19][CH3:20])[O:21][CH3:22].[CH3:23][C:24]([O:25][C:26](=[O:27])[CH3:28])=[O:29].[CH3:30][OH:31]>>[O:8]=[C:9]([NH:11][CH:12]([C:13](=[O:14])[O:15][CH3:16])[P:17](=[O:18])([O:19][CH3:20])[O:21][CH3:22])[CH3:23].